Dataset: the Open Reaction Database (ORD), a public repository of structured organic reaction records. Task: describe an organic reaction: reactants, conditions, products, and yield Reactants: C(=O)(OC)CCSC=1N(C=CN1)CC1=CC(=CC(=C1)F)F (2-(2-Carbomethoxyethylthio)-1-(3,5-difluorobenzyl)imidazole), Cl (hydrochloric acid). The solvent is [OH-].[Na+] (sodium hydroxide). The product is C(=O)(O)CCSC=1N(C=CN1)CC1=CC(=CC(=C1)F)F (2-(2-carboxyethylthio)-1-(3,5-difluorobenzyl)imidazole). Reaction SMILES: [C:1]([CH2:5][CH2:6][S:7][C:8]1[N:9]([CH2:13][C:14]2[CH:19]=[C:18]([F:20])[CH:17]=[C:16]([F:21])[CH:15]=2)[CH:10]=[CH:11][N:12]=1)([O:3]C)=[O:2].Cl>[OH-].[Na+]>[C:1]([CH2:5][CH2:6][S:7][C:8]1[N:9]([CH2:13][C:14]2[CH:19]=[C:18]([F:20])[CH:17]=[C:16]([F:21])[CH:15]=2)[CH:10]=[CH:11][N:12]=1)([OH:3])=[O:2] |f:2.3|. Reported procedure: 2-(2-Carbomethoxyethylthio)-1-(3,5-difluorobenzyl)imidazole (3.12, 0.010 mole) is stirred with 2.5N aqueous sodium hydroxide (20 ml) and the reaction mixture is heated at reflux for one hour and then cooled and neutralized with concentrated hydrochloric acid. The mixture is then extracted three times with ether and the combine ether extracts are concentrated. A crystalline solid is obtained by trituration of the residue with boiling hexane. This is recrystallized from ethyl acetate-hexane to giv... Starting materials: C(C)[NH+](CC)CC (triethylammonium), N(=[N+]=[N-])[C@H]1C[C@@H](O[C@@H]1CP(O)(=O)O)N1C(=O)NC(=O)C(C)=C1 (3′-azido-3′,5′-dideoxythymidine-5′-phosphonic acid), C(CCC)[NH+](CCCC)CCCC (tri-n-butylammonium), [O-]P([O-])(=O)NP(=O)([O-])[O-] (imidodiphosphate), C(=O)(N1C=NC=C1)N1C=NC=C1 (1,1′-carbonyldiimidazole), AZT monophosphate. Run in CN(C)P(=O)(N(C)C)N(C)C (HMPA), CO (Methanol), CN(C)P(=O)(N(C)C)N(C)C (HMPA), O (water). Run at time 2 hour. Product: CC1=CN(C(=O)NC1=O)[C@H]2C[C@@H]([C@H](O2)CP(=O)(O)OP(=O)(NP(=O)(O)O)O)N=[N+]=[N-] (3′-Azido-3′,5′-dideoxythymidine 5′-β,γ-imidotriphosphate). Yield: 69.4%. Reaction SMILES: C([NH+](CC)CC)C.[N:8]([C@@H:11]1[C@@H:15]([CH2:16][P:17]([OH:20])(=[O:19])[OH:18])[O:14][C@@H:13]([N:21]2[CH:29]=[C:27]([CH3:28])[C:25](=[O:26])[NH:24][C:22]2=[O:23])[CH2:12]1)=[N+:9]=[N-:10].C(N1C=CN=C1)(N1C=CN=C1)=O.C([NH+](CCCC)CCCC)CCC.[O-:55][P:56]([NH:59][P:60]([O-])([O-:62])=[O:61])(=[O:58])[O-:57]>CN(P(N(C)C)(N(C)C)=O)C.O.CO>[CH3:28][C:27]1[C:25](=[O:26])[NH:24][C:22](=[O:23])[N:21]([C@@H:13]2[O:14][C@H:15]([CH2:16][P:17]([O:18][P:60]([OH:62])([NH:59][P:56]([OH:58])([OH:57])=[O:55])=[O:61])([OH:20])=[O:19])[C@@H:11]([N:8]=[N+:9]=[N-:10])[CH2:12]2)[CH:29]=1. Procedure details: The triethylammonium salt of compound 53 (50.0 mg, 0.09 mmol) was dissolved in HMPA (2 mL) and 1,1′-carbonyldiimidazole (106 mg, 0.66 mmol) was added at room temperature and stirred for 2 h. Methanol (35 μL) was added and stirring was continued for 45 min. The tri-n-butylammonium salt of imidodiphosphate (427 mg, 0.46 mmol) dissolved in HMPA (2 mL) was added with syringe to the solution of activated AZT monophosphate, and the combined solution was stirred at room temperature for 4 h. The reactio...